From a dataset of the Open Reaction Database (ORD), a public repository of structured organic reaction records. describe an organic reaction: reactants, conditions, products, and yield Starting materials: CCOC(C)=O, CO, ClCCl, Cl, CC(C)(C)OC(=O)NC1(c2ccc(-c3nc4ccn5c(O)nnc5c4cc3-c3ccccc3)cc2)CCC1. The product is Cl, NC1(c2ccc(-c3nc4ccn5c(O)nnc5c4cc3-c3ccccc3)cc2)CCC1. Reaction SMILES: [CH3:40][CH2:41][O:42][C:43]([CH3:44])=[O:45].[CH3:46][OH:47].[Cl:48][CH2:49][Cl:50].[ClH:39].[OH:1][c:2]1[n:3][n:4][c:5]2[c:6]3[cH:7][c:8](-[c:33]4[cH:34][cH:35][cH:36][cH:37][cH:38]4)[c:9](-[c:15]4[cH:16][cH:17][c:18]([C:21]5([NH:25][C:26](=[O:27])[O:28][C:29]([CH3:30])([CH3:31])[CH3:32])[CH2:22][CH2:23][CH2:24]5)[cH:19][cH:20]4)[n:10][c:11]3[cH:12][cH:13][n:14]12>>[ClH:39].[OH:1][c:2]1[n:3][n:4][c:5]2[c:6]3[cH:7][c:8](-[c:33]4[cH:34][cH:35][cH:36][cH:37][cH:38]4)[c:9](-[c:15]4[cH:16][cH:17][c:18]([C:21]5([NH2:25])[CH2:22][CH2:23][CH2:24]5)[cH:19][cH:20]4)[n:10][c:11]3[cH:12][cH:13][n:14]12. Starting materials: CN1CCCC1=O (NMP), ClC1=NC=C(N=C1)Cl (2,5-dichloropyrazine), C(C)(C)(C)OC(=O)N1CCNCC1 (1-(t-butoxycarbonyl)piperazine), C([O-])([O-])=O.[K+].[K+] (potassium carbonate). Solvent: O (water). Run at temperature 100 celsius, time 1 hour. Product: ClC1=NC=C(N=C1)N1CCN(CC1)C(=O)OC(C)(C)C (2-chloro-5-(4-t-butoxycarbonylpiperazin-1-yl)pyrazine). Isolated yield 90.2%. Reaction SMILES: CN1C(=O)CCC1.Cl[C:9]1[CH:14]=[N:13][C:12]([Cl:15])=[CH:11][N:10]=1.[C:16]([O:20][C:21]([N:23]1[CH2:28][CH2:27][NH:26][CH2:25][CH2:24]1)=[O:22])([CH3:19])([CH3:18])[CH3:17].C(=O)([O-])[O-].[K+].[K+]>O>[Cl:15][C:12]1[CH:11]=[N:10][C:9]([N:26]2[CH2:25][CH2:24][N:23]([C:21]([O:20][C:16]([CH3:19])([CH3:18])[CH3:17])=[O:22])[CH2:28][CH2:27]2)=[CH:14][N:13]=1 |f:3.4.5|. Procedure details: To an NMP (7.5 ml) solution of 1.51 g of 2,5-dichloropyrazine were added 2.00 g of 1-(t-butoxycarbonyl)piperazine and 2.00 g of potassium carbonate, followed by 1 hour of stirring under heating at 100° C. The mixture was cooled to room temperature, and water was added thereto, followed by extraction with ethyl acetate. The organic layer was washed with water and brine and then dried over anhydrous magnesium sulfate, and thereafter, the solvent was evaporated. The residue was purified by silica g... The reactants are C(C)(C)(C)OC(NCC1=CC=C(C=C1)CN1S(N(C(C1)=O)CC1=C(C=C(C=C1)OC)OC)(=O)=O)=O ({4-[5-(2,4-dimethoxy-benzyl)-1,1,4-trioxo-1,2,5-thiadiazolidin-2-ylmethyl]-benzyl}-carbamic acid t-butyl ester), Cl (HCl). Run in CCOC(=O)C (EtOAc). Conditions: time 30 minute. Product: Cl.NCC1=CC=C(CN2CC(N(S2(=O)=O)CC2=C(C=C(C=C2)OC)OC)=O)C=C1 (5-(4-aminomethyl-benzyl)-2-(2,4-dimethoxy-benzyl)-1,1-dioxo-1,2,5-thiadiazolidin-3-one hydrochloride). As a reaction SMILES: C(OC(=O)[NH:7][CH2:8][C:9]1[CH:14]=[CH:13][C:12]([CH2:15][N:16]2[CH2:20][C:19](=[O:21])[N:18]([CH2:22][C:23]3[CH:28]=[CH:27][C:26]([O:29][CH3:30])=[CH:25][C:24]=3[O:31][CH3:32])[S:17]2(=[O:34])=[O:33])=[CH:11][CH:10]=1)(C)(C)C.[ClH:36]>CCOC(C)=O>[ClH:36].[NH2:7][CH2:8][C:9]1[CH:10]=[CH:11][C:12]([CH2:15][N:16]2[S:17](=[O:33])(=[O:34])[N:18]([CH2:22][C:23]3[CH:28]=[CH:27][C:26]([O:29][CH3:30])=[CH:25][C:24]=3[O:31][CH3:32])[C:19](=[O:21])[CH2:20]2)=[CH:13][CH:14]=1 |f:3.4|. Procedure details: The title A compound, {4-[5-(2,4-dimethoxy-benzyl)-1,1,4-trioxo-1,2,5-thiadiazolidin-2-ylmethyl]-benzyl}-carbamic acid t-butyl ester (400 mg, 0.79 mmol) is dissolved in EtOAc (20 mL) with gentle warming. The cooled solution is saturated with HCl gas and stirred for 30 min. The resulting precipitate is collected by filtration, washed with EtOAc and dried to give 5-(4-aminomethyl-benzyl)-2-(2,4-dimethoxy-benzyl)-1,1-dioxo-1,2,5-thiadiazolidin-3-one hydrochloride: [M+1]+=406. The reactants are CO (methanol), [OH-].[Na+] (sodium hydroxide), C1=CCC(CC1)C=1N(C=C(C(=O)OC)C(C1)=O)C1=CC=C(C=C1)O (methyl 6-(cyclohexen-4-yl)-1-(4-hydroxyphenyl)-4-oxo-1,4-dihydronicotinate). Solvent: C(C)(=O)O (acetic acid). The product is C1=CCC(CC1)C=1N(C=C(C(=O)O)C(C1)=O)C1=CC=C(C=C1)O (6-(cyclohexen-4-yl)-1-(4-hydroxyphenyl)-4-oxo-1,4-dihydronicotinic acid). Isolated yield 73.2%. As a reaction SMILES: CO.[OH-].[Na+].[CH:5]1[CH2:10][CH2:9][CH:8]([C:11]2[N:12]([C:22]3[CH:27]=[CH:26][C:25]([OH:28])=[CH:24][CH:23]=3)[CH:13]=[C:14]([C:19](=[O:21])[CH:20]=2)[C:15]([O:17]C)=[O:16])[CH2:7][CH:6]=1>C(O)(=O)C>[CH:5]1[CH2:10][CH2:9][CH:8]([C:11]2[N:12]([C:22]3[CH:27]=[CH:26][C:25]([OH:28])=[CH:24][CH:23]=3)[CH:13]=[C:14]([C:19](=[O:21])[CH:20]=2)[C:15]([OH:17])=[O:16])[CH2:7][CH:6]=1 |f:1.2|. Reported procedure: In a mixture consisting of 5 ml of methanol and 5 ml of a 1N aqueous sodium hydroxide solution was dissolved 0.5 g of methyl 6-(cyclohexen-4-yl)-1-(4-hydroxyphenyl)-4-oxo-1,4-dihydronicotinate, and they wre reacted at room temperature for 30 minutes. After completion of the reaction, the reaction mixture was adjusted to a pH of 5.5 with acetic acid, and the precipitated crystals were collected by filtration, washed with 30 ml of water, and dried to obtain 0.35 g of 6-(cyclohexen-4-yl)-1-(4-hydro... Procedure details: A solution of 3-(4-chloro-benzylamino)-benzoic acid tert-butyl ester (1 g, 0.03 mol), (1-Methyl-1H-Pyrazole-3-sulfonyl chloride (1.13 g, 0.06 mol) and pyridine (0.5 ml, 0.06 mol) in dichloromethane (40 ml) were refluxed for 48 hrs. On cooling, water (50 ml) was added with stirring, the organic layer was separated, dried over magnesium sulfate and concentrated in vacuo. The residue was purified by column chromatography (ethyl acetate/dichloromethane 0% to 10% v/v) to afford the title compound as ... Starting materials: O (water), C(C)(C)(C)OC(C1=CC(=CC=C1)NCC1=CC=C(C=C1)Cl)=O (3-(4-chloro-benzylamino)-benzoic acid tert-butyl ester), CN1N=C(C=C1)S(=O)(=O)Cl (1-Methyl-1H-Pyrazole-3-sulfonyl chloride), N1=CC=CC=C1 (pyridine). Reaction SMILES: [C:1]([O:5][C:6](=[O:22])[C:7]1[CH:12]=[CH:11][CH:10]=[C:9]([NH:13][CH2:14][C:15]2[CH:20]=[CH:19][C:18]([Cl:21])=[CH:17][CH:16]=2)[CH:8]=1)([CH3:4])([CH3:3])[CH3:2].[CH3:23][N:24]1[CH:28]=[CH:27][C:26]([S:29](Cl)(=[O:31])=[O:30])=[N:25]1.N1C=CC=CC=1.O>ClCCl>[C:1]([O:5][C:6](=[O:22])[C:7]1[CH:12]=[CH:11][CH:10]=[C:9]([N:13]([CH2:14][C:15]2[CH:16]=[CH:17][C:18]([Cl:21])=[CH:19][CH:20]=2)[S:29]([C:26]2[CH:27]=[CH:28][N:24]([CH3:23])[N:25]=2)(=[O:31])=[O:30])[CH:8]=1)([CH3:4])([CH3:2])[CH3:3]. Solvent: ClCCl (dichloromethane). Product: C(C)(C)(C)OC(C1=CC(=CC=C1)N(S(=O)(=O)C1=NN(C=C1)C)CC1=CC=C(C=C1)Cl)=O (3-[(4-Chloro-benzyl)-(1-methyl-1H-pyrazole-3-sulfonyl)-amino]-benzoic acid tert-butyl ester). Isolated yield 9.6%. The yield is 73.0%. As a reaction SMILES: CS(O[CH2:6][CH2:7][CH2:8][CH2:9][O:10][C:11]1[C:12]([O:25][CH3:26])=[CH:13][C:14]2[O:19][C:18](=[O:20])[C:17]3[CH2:21][CH2:22][CH2:23][C:16]=3[C:15]=2[CH:24]=1)(=O)=O.[C:27]1([CH:33]2[CH2:38][CH2:37][NH:36][CH2:35][CH2:34]2)[CH:32]=[CH:31][CH:30]=[CH:29][CH:28]=1.CC(OC)(C)C.C([O-])(=O)/C=C/C([O-])=O>C(O)(C)C>[CH3:26][O:25][C:12]1[C:11]([O:10][CH2:9][CH2:8][CH2:7][CH2:6][N:36]2[CH2:35][CH2:34][CH:33]([C:27]3[CH:32]=[CH:31][CH:30]=[CH:29][CH:28]=3)[CH2:38][CH2:37]2)=[CH:24][C:15]2[C:16]3[CH2:23][CH2:22][CH2:21][C:17]=3[C:18](=[O:20])[O:19][C:14]=2[CH:13]=1. Product: COC1=CC2=C(C3=C(C(O2)=O)CCC3)C=C1OCCCCN1CCC(CC1)C1=CC=CC=C1 (2,3-dihydro-7-methoxy-8-[4-(4-phenyl-1-piperidinyl)butyloxy]cyclopenta[c][1]benzopyran-4(1H)-one). The solvent is C(C)(C)O (isopropanol). Procedure: Method B (16 h at 60° C.); starting materials: 2,3-dihydro-8-[4-(methanesulfonyloxy)butyloxy]-7-methoxy-cyclopenta[c][1]-benzopyran-4(1H)-one (example 84) and 4-phenylpiperidine; yield 73%; fusion point 104°-105° C. (from TBME). Fumarate: method E; yield 77%; fusion point 192°-193° C. (from isopropanol). Reactants: CS(=O)(=O)OCCCCOC=1C(=CC2=C(C3=C(C(O2)=O)CCC3)C1)OC (2,3-dihydro-8-[4-(methanesulfonyloxy)butyloxy]-7-methoxy-cyclopenta[c][1]-benzopyran-4(1H)-one), C(\C=C\C(=O)[O-])(=O)[O-] (Fumarate), C1(=CC=CC=C1)C1CCNCC1 (4-phenylpiperidine), CC(C)(C)OC (TBME). The reactants are COC1=C(C=CC=C1)N1CCNCC1 (2-methoxyphenylpiperazine), C([O-])([O-])=O.[K+].[K+] (potassium carbonate), [I-].[K+] (potassium iodide), C(C1=CC=CC=C1)C=1N=C(OC1CCl)CC1CCCCC1 (4-benzyl-5-chloromethyl-2-cyclohexylmethyl oxazole). The solvent is CC(=O)C (acetone). Product: C(C1=CC=CC=C1)C=1N=C(OC1CN1CCN(CC1)C1=C(C=CC=C1)OC)CC1CCCCC1 (1-(4-Benzyl-2-cyclohexylmethyl-oxazol-5-ylmethyl)-4-(2-methoxyphenyl)-piperazine). The yield is 81.0%. As a reaction SMILES: [CH3:1][O:2][C:3]1[CH:8]=[CH:7][CH:6]=[CH:5][C:4]=1[N:9]1[CH2:14][CH2:13][NH:12][CH2:11][CH2:10]1.C(=O)([O-])[O-].[K+].[K+].[I-].[K+].[CH2:23]([C:30]1[N:31]=[C:32]([CH2:37][CH:38]2[CH2:43][CH2:42][CH2:41][CH2:40][CH2:39]2)[O:33][C:34]=1[CH2:35]Cl)[C:24]1[CH:29]=[CH:28][CH:27]=[CH:26][CH:25]=1>CC(C)=O>[CH2:23]([C:30]1[N:31]=[C:32]([CH2:37][CH:38]2[CH2:43][CH2:42][CH2:41][CH2:40][CH2:39]2)[O:33][C:34]=1[CH2:35][N:12]1[CH2:13][CH2:14][N:9]([C:4]2[CH:5]=[CH:6][CH:7]=[CH:8][C:3]=2[O:2][CH3:1])[CH2:10][CH2:11]1)[C:24]1[CH:25]=[CH:26][CH:27]=[CH:28][CH:29]=1 |f:1.2.3,4.5|. Reported procedure: A suspension containing 2-methoxyphenylpiperazine (2.0 mmole), potassium carbonate (4.0 mmole), potassium iodide (1.0 mmole) and 4-benzyl-5-chloromethyl-2-cyclohexylmethyl oxazole (2.0 mmole) from example 8, was stirred in acetone (20 ml) at ambient temperature for 18 hr. The solvent was removed in vacuo, water (50 ml) added and the product extracted into ethyl acetate (3×50 ml). The combined organics were washed with water (50 ml), dried over anhydrous sodium sulfate, filtered and concentrated ...